Dataset: the Open Reaction Database (ORD), a public repository of structured organic reaction records. Task: describe an organic reaction: reactants, conditions, products, and yield Reactants: ClCCN(C(OC1=CC=CC=C1)=O)CC(F)(F)F (phenyl N-(2-chloroethyl)-N-(2,2,2-trifluoroethyl)carbamate), NN.O (NH2NH2.H2O). Solvent: C(C)O (ethanol). Product: NN1C(N(CC1)CC(F)(F)F)=O (1-amino-3-(2,2,2-trifluoroethyl)imidazolidin-2-one). Reaction SMILES: Cl[CH2:2][CH2:3][N:4]([CH2:14][C:15]([F:18])([F:17])[F:16])[C:5](=O)[O:6]C1C=CC=CC=1.[NH2:19][NH2:20].O>C(O)C>[NH2:19][N:20]1[CH2:2][CH2:3][N:4]([CH2:14][C:15]([F:18])([F:17])[F:16])[C:5]1=[O:6] |f:1.2|. Reported procedure: Into a 250-mL round-bottom flask, was placed a solution of phenyl N-(2-chloroethyl)-N-(2,2,2-trifluoroethyl)carbamate (5.6 g, 19.88 mmol, 1.00 equiv) in ethanol (100 mL), NH2NH2.H2O (10 mL, 80%). The resulting solution was heated to reflux overnight in an oil bath. The resulting mixture was concentrated under vacuum. The residue was applied onto a silica gel column with ethyl acetate (1:1). This resulted in 0.8 g (22%) of 1-amino-3-(2,2,2-trifluoroethyl)imidazolidin-2-one as colorless oil. (ES, ... Reactants: NC=1C(NC(N(C1N)CCC1=NC2=C(N1)C=CC=C2)=S)=O (5,6-diamino-1-[2-(1H-benzimidazol-2-yl)ethyl]-2-thioxo-2,3-dihydropyrimidin-4(1H)-one), C(C)(=O)O.C(=N)N (formamidine acetate). Solvent: CS(=O)C (DMSO). Reaction conditions: temperature 80 celsius. Product: N1C(=NC2=C1C=CC=C2)CCN2C(NC(C=1NC=NC21)=O)=S (3-[2-(1H-Benzimidazol-2-yl)ethyl]-2-thioxo-1,2,3,7-tetrahydro-6H-purin-6-one). Isolated yield 11.7%. Reaction SMILES: [NH2:1][C:2]1[C:3](=[O:21])[NH:4][C:5](=[S:20])[N:6]([CH2:9][CH2:10][C:11]2[NH:15][C:14]3[CH:16]=[CH:17][CH:18]=[CH:19][C:13]=3[N:12]=2)[C:7]=1[NH2:8].[C:22](O)(=O)C.C(N)=N>CS(C)=O>[NH:12]1[C:13]2[CH:19]=[CH:18][CH:17]=[CH:16][C:14]=2[N:15]=[C:11]1[CH2:10][CH2:9][N:6]1[C:7]2[N:8]=[CH:22][NH:1][C:2]=2[C:3](=[O:21])[NH:4][C:5]1=[S:20] |f:1.2|. Procedure: To 5,6-diamino-1-[2-(1H-benzimidazol-2-yl)ethyl]-2-thioxo-2,3-dihydropyrimidin-4(1H)-one (0.29 g, 0.96 mmol, obtained from Example 12(c)) in DMSO (2 mL) was added formamidine acetate (0.15 g, 1.4 mmol) and the reaction was heated to 80° C. for 2 h. Purification of the crude product using preparative HPLC gave the title compound (0.035 g, 12% yield). Reactants: [O-]C#N.[K+] (potassium cyanate), C(C1=CC=CC=C1)=O (benzaldehyde), C(C1=CC=CC=C1)[N+]#[C-] (benzylisocyanide), FC1=C(N)C=CC(=C1)F (2,4-difluoroaniline), Cl.[NH+]1=CC=CC=C1 (pyridinium hydrochloride). The solvent is O (water), CO (methanol). Conditions: time 48 hour. The product is C(C1=CC=CC=C1)NC1=NC(N(C1C1=CC=CC=C1)C1=C(C=C(C=C1)F)F)=O (4-Benzylamino-1-(2,4-difluoro-phenyl)-5-phenyl-1,5-dihydro-imidazol-2-one). The yield is 11.8%. As a reaction SMILES: [CH:1](=O)[C:2]1[CH:7]=[CH:6][CH:5]=[CH:4][CH:3]=1.[CH2:9]([N+:16]#[C-:17])[C:10]1[CH:15]=[CH:14][CH:13]=[CH:12][CH:11]=1.[O-:18][C:19]#[N:20].[K+].[F:22][C:23]1[CH:29]=[C:28]([F:30])[CH:27]=[CH:26][C:24]=1[NH2:25].Cl.[NH+]1C=CC=CC=1>CO.O>[CH2:9]([NH:16][C:17]1[CH:1]([C:2]2[CH:7]=[CH:6][CH:5]=[CH:4][CH:3]=2)[N:25]([C:24]2[CH:26]=[CH:27][C:28]([F:30])=[CH:29][C:23]=2[F:22])[C:19](=[O:18])[N:20]=1)[C:10]1[CH:15]=[CH:14][CH:13]=[CH:12][CH:11]=1 |f:2.3,5.6|. Reported procedure: A mixture of 2.32 mmol benzaldehyde and 2.32 mmol benzylisocyanide in 1 ml methanol was treated with a solution of 2.32 mmol potassium cyanate in 0.5 ml water. 2.32 mmol of 2,4-difluoroaniline and 2.32 mmol of pyridinium hydrochloride was added and the mixture stirred at room temperature for 48 hours. The solid formed was filtered off and triturated with diethyl ether to give 103 mg of the title compound as a slightly brown solid. Yield=12%. MS (m/e): 378.5 (100%; M+H+), 400.1 (46%; M+Na). The reactants are Cl (hydrochloric acid), FC(CC(C#N)C#N)(C(C(C(F)F)(F)F)(F)F)F (2-(2,2,3,3,4,4,5,5-octafluoropentyl)malononitrile), BrCC1CC1 (bromomethylcyclopropane), C([O-])([O-])=O.[K+].[K+] (potassium carbonate). The solvent is CS(=O)C (dimethyl sulfoxide). Run at time 2 hour. The product is C1(CC1)CC(C#N)(C#N)CC(C(C(C(F)F)(F)F)(F)F)(F)F (2-cyclopropylmethyl-2-(2,2,3,3,4,4,5,5-octafluoropentyl)malononitrile). Yield: 21.0%. RXN SMILES: [F:1][C:2]([F:18])([C:9]([F:17])([F:16])[C:10]([F:15])([F:14])[CH:11]([F:13])[F:12])[CH2:3][CH:4]([C:7]#[N:8])[C:5]#[N:6].Br[CH2:20][CH:21]1[CH2:23][CH2:22]1.C(=O)([O-])[O-].[K+].[K+].Cl>CS(C)=O>[CH:21]1([CH2:20][C:4]([CH2:3][C:2]([F:18])([F:1])[C:9]([F:16])([F:17])[C:10]([F:14])([F:15])[CH:11]([F:13])[F:12])([C:7]#[N:8])[C:5]#[N:6])[CH2:23][CH2:22]1 |f:2.3.4|. Procedure details: 1.4 g of 2-(2,2,3,3,4,4,5,5-octafluoropentyl)malononitrile and 1.4 g of bromomethylcyclopropane were dissolved in 10 ml of dimethyl sulfoxide, 1.4 g of potassium carbonate was added, and the mixture was stirred at room temperature for 2 hours. Thereafter, dilute hydrochloric acid was added to the reaction mixture, followed by extraction with methyl tert-butyl ether. The organic layer was washed successively with water, aqueous saturated sodium hydrogen carbonate and aqueous saturated sodium chlo...